This data is from the Open Reaction Database (ORD), a public repository of structured organic reaction records. The task is: describe an organic reaction: reactants, conditions, products, and yield Run in CO (MeOH). Product: C1N(CCC2=CC=CC=C12)CC(CNC(C1=C(C(=CC=C1)NC1CCOCC1)C)=O)O (N-(3-(3,4-dihydroisoquinolin-2(1H)-yl)-2-hydroxypropyl)-2-methyl-3-((tetrahydro-2H-pyran-4-yl)amino)benzamide). The reactants are NC=1C(=C(C(=O)NCC(CN2CC3=CC=CC=C3CC2)O)C=CC1)C (3-amino-N-(3-(3,4-dihydroisoquinolin-2(1H)-yl)-2-hydroxypropyl)-2-methylbenzamide), CC(=O)O (AcOH), O1CCC(CC1)=O (dihydro-2H-pyran-4(3H)-one), [BH3-]C#N.[Na+] (NaBH3CN). Procedure: To a solution of 3-amino-N-(3-(3,4-dihydroisoquinolin-2(1H)-yl)-2-hydroxypropyl)-2-methylbenzamide (200 mg, 0.59 mmol) in MeOH (8 mL) was added AcOH (0.05 mL) and dihydro-2H-pyran-4(3H)-one (118 mg, 1.18 mmol). The mixture was stirred at 25° C. for 2 h. NaBH3CN (186 mg, 2.95 mmol) was added and the resulting mixture was stirred at 25° C. for 2 h. The reaction solution was concentrated and the residue was washed with water and extracted with EA. The organic layer was concentrated, and the residue... The yield is 9.6%. As a reaction SMILES: [NH2:1][C:2]1[C:3]([CH3:25])=[C:4]([CH:22]=[CH:23][CH:24]=1)[C:5]([NH:7][CH2:8][CH:9]([OH:21])[CH2:10][N:11]1[CH2:20][CH2:19][C:18]2[C:13](=[CH:14][CH:15]=[CH:16][CH:17]=2)[CH2:12]1)=[O:6].CC(O)=O.[O:30]1[CH2:35][CH2:34][C:33](=O)[CH2:32][CH2:31]1.[BH3-]C#N.[Na+]>CO>[CH2:12]1[C:13]2[C:18](=[CH:17][CH:16]=[CH:15][CH:14]=2)[CH2:19][CH2:20][N:11]1[CH2:10][CH:9]([OH:21])[CH2:8][NH:7][C:5](=[O:6])[C:4]1[CH:22]=[CH:23][CH:24]=[C:2]([NH:1][CH:33]2[CH2:34][CH2:35][O:30][CH2:31][CH2:32]2)[C:3]=1[CH3:25] |f:3.4|. Run at temperature 25 celsius, time 2 hour. Starting materials: CC1=CC=C(C=C1)C(C(=O)OC)(N=[N+]=[N-])C1=CC=C(C=C1)C (methyl bis(4-methylphenyl)azidoacetate), [OH-].[Na+] (sodium hydroxide). Run in O1CCCC1 (tetrahydrofuran). Conditions: time 18 hour. Yields the product CC1=CC=C(C=C1)C(C(=O)O)(N=[N+]=[N-])C1=CC=C(C=C1)C (bis(4-methylphenyl)azidoacetic acid). Reaction SMILES: [CH3:1][C:2]1[CH:7]=[CH:6][C:5]([C:8]([C:16]2[CH:21]=[CH:20][C:19]([CH3:22])=[CH:18][CH:17]=2)([N:13]=[N+:14]=[N-:15])[C:9]([O:11]C)=[O:10])=[CH:4][CH:3]=1.[OH-].[Na+]>O1CCCC1>[CH3:1][C:2]1[CH:3]=[CH:4][C:5]([C:8]([C:16]2[CH:17]=[CH:18][C:19]([CH3:22])=[CH:20][CH:21]=2)([N:13]=[N+:14]=[N-:15])[C:9]([OH:11])=[O:10])=[CH:6][CH:7]=1 |f:1.2|. Procedure: To a solution of methyl bis(4-methylphenyl)azidoacetate (2.07 g, 7.01 mmol) in tetrahydrofuran(15 mL) was added 2 M aqueous sodium hydroxide (3.86 ml, 7.71 mmol). The mixture was stirred at room temperature for 18 hours, and then the solvents were removed in vacuo. The residue was dissolved in ethyl acetate and washed with 1M HCl and brine. The organic layer was dried over sodium sulfate, filtered and concentrated to give the title compound as a waxy solid which was used as is. As a reaction SMILES: [CH3:17][CH2:18][O:19][C:20](=[O:21])[CH3:22].[CH3:1][c:2]1[c:3]([CH:12]2[O:13][CH2:14][CH2:15][O:16]2)[c:4]([CH3:11])[cH:5][cH:6][c:7]1[N+:8]([O-:9])=[O:10].[Pt:23]=[O:24]>>[CH3:1][c:2]1[c:3]([CH:12]2[O:13][CH2:14][CH2:15][O:16]2)[c:4]([CH3:11])[cH:5][cH:6][c:7]1[NH2:8]. Reactants: CCOC(C)=O, Cc1ccc([N+](=O)[O-])c(C)c1C1OCCO1, O=[Pt]. The product is Cc1ccc(N)c(C)c1C1OCCO1.